Task: describe an organic reaction: reactants, conditions, products, and yield. Dataset: the Open Reaction Database (ORD), a public repository of structured organic reaction records Starting materials: COC1=NC=CC(=C1)C1=CC=C(C=C1)C1(CC1)N1C(OC(CC1)(C1=CC=CC=C1)CC(=C)C)=O (3-(1-(4-(2-methoxypyridin-4-yl)phenyl)cyclopropyl)-6-(2-methylallyl)-6-phenyl-1,3-oxazinan-2-one), C(=O)([O-])[O-].[K+].[K+] (K2CO3), IC (iodomethane). Solvent: C(C)#N (acetonitrile). Conditions: temperature 90 celsius. Product: CN1C(C=C(C=C1)C1=CC=C(C=C1)C1(CC1)N1C(OC(CC1)(C1=CC=CC=C1)CC(=C)C)=O)=O (3-(1-(4-(1-methyl-2-oxo-1,2-dihydropyridin-4-yl)phenyl)cyclopropyl)-6-(2-methylallyl)-6-phenyl-1,3-oxazinan-2-one). The yield is 83.4%. Reaction SMILES: C[O:2][C:3]1[CH:8]=[C:7]([C:9]2[CH:14]=[CH:13][C:12]([C:15]3([N:18]4[CH2:23][CH2:22][C:21]([CH2:30][C:31]([CH3:33])=[CH2:32])([C:24]5[CH:29]=[CH:28][CH:27]=[CH:26][CH:25]=5)[O:20][C:19]4=[O:34])[CH2:17][CH2:16]3)=[CH:11][CH:10]=2)[CH:6]=[CH:5][N:4]=1.[C:35]([O-])([O-])=O.[K+].[K+].IC>C(#N)C>[CH3:35][N:4]1[CH:5]=[CH:6][C:7]([C:9]2[CH:14]=[CH:13][C:12]([C:15]3([N:18]4[CH2:23][CH2:22][C:21]([CH2:30][C:31]([CH3:33])=[CH2:32])([C:24]5[CH:29]=[CH:28][CH:27]=[CH:26][CH:25]=5)[O:20][C:19]4=[O:34])[CH2:16][CH2:17]3)=[CH:11][CH:10]=2)=[CH:8][C:3]1=[O:2] |f:1.2.3|. Procedure details: A mixture of 3-(1-(4-(2-methoxypyridin-4-yl)phenyl)cyclopropyl)-6-(2-methylallyl)-6-phenyl-1,3-oxazinan-2-one (26.5 mg, 0.058 mmol), K2CO3 (16 mg, 2 equiv), iodomethane (250 μL, excess) and acetonitrile (3 mL) was heated at 90° C. for 1.5 h in the microwave oven. LC-MS found the reaction was complete. The mixture was filtered, concentrated, acidified with 5% aq HCl and purified by prep HPLC to afford the title compound (22 mg, 83%). LC-MS Method 1 tR=1.68 min, m/z=455.